This data is from the Open Reaction Database (ORD), a public repository of structured organic reaction records. The task is: describe an organic reaction: reactants, conditions, products, and yield Procedure: To a solution of Intermediate 74 (0.112 g, 0.31 mmol) and Intermediate 3 (0.067 mg, 0.26 mmol) in MeCN (2 mL) was added EDC (0.069 g, 0.36 mmol). The reaction mixture was stirred at room temperature for 18 hours. The reaction mixture was diluted with pyridine (2 mL) and heated at 150° C. in the microwave for 30 minutes. The reaction was repeated and combined to work up. The solvent was removed in vacuo and the residue dissolved in DCM. The mixture was washed with water and the organic phase pass... Product: COCC1=C(C=CC(=C1)C1=NC(=NO1)C1=CC(=C(CN(CC(=O)O)C)C=C1)C(F)(F)F)C1=C(C=CC=C1)C (2-((4-(5-(2-(methoxymethyl)-2′-methylbiphenyl-4-yl)-1,2,4-oxadiazol-3-yl)-2-(trifluoromethyl)benzyl)(methyl)amino)acetic acid). Run at time 18 hour. Starting materials: ON=C(N)C1=CC(=C(CN(CC(=O)OC(C)(C)C)C)C=C1)C(F)(F)F (tert-butyl 2-((4-(N′-hydroxycarbamimidoyl)-2-(trifluoromethyl)benzyl)(methyl)amino)acetate), COCC1=C(C=CC(=C1)C(=O)O)C1=C(C=CC=C1)C (2-(methoxymethyl)-2′-methyl biphenyl-4-carboxylic acid), C(CCl)Cl (EDC). Solvent: N1=CC=CC=C1 (pyridine), CC#N (MeCN). Reaction SMILES: [OH:1][N:2]=[C:3]([C:5]1[CH:21]=[CH:20][C:8]([CH2:9][N:10]([CH3:19])[CH2:11][C:12]([O:14]C(C)(C)C)=[O:13])=[C:7]([C:22]([F:25])([F:24])[F:23])[CH:6]=1)[NH2:4].[CH3:26][O:27][CH2:28][C:29]1[CH:34]=[C:33]([C:35](O)=O)[CH:32]=[CH:31][C:30]=1[C:38]1[CH:43]=[CH:42][CH:41]=[CH:40][C:39]=1[CH3:44].C(Cl)CCl>CC#N.N1C=CC=CC=1>[CH3:26][O:27][CH2:28][C:29]1[CH:34]=[C:33]([C:35]2[O:1][N:2]=[C:3]([C:5]3[CH:21]=[CH:20][C:8]([CH2:9][N:10]([CH3:19])[CH2:11][C:12]([OH:14])=[O:13])=[C:7]([C:22]([F:24])([F:23])[F:25])[CH:6]=3)[N:4]=2)[CH:32]=[CH:31][C:30]=1[C:38]1[CH:43]=[CH:42][CH:41]=[CH:40][C:39]=1[CH3:44].